Task: describe an organic reaction: reactants, conditions, products, and yield. Dataset: the Open Reaction Database (ORD), a public repository of structured organic reaction records Starting materials: BrCCCCn1ccc2ccccc21, CN(C)C(=N)N(C)C, O=C1COC(=O)N1, C1CCOC1. The product is O=C1COC(=O)N1CCCCn1ccc2ccccc21. Reaction SMILES: [Br:1][CH2:2][CH2:3][CH2:4][CH2:5][n:6]1[cH:7][cH:8][c:9]2[cH:10][cH:11][cH:12][cH:13][c:14]12.[CH3:22][N:23]([CH3:24])[C:25]([N:26]([CH3:27])[CH3:28])=[NH:29].[O:15]1[C:16](=[O:21])[NH:17][C:18](=[O:20])[CH2:19]1.[O:30]1[CH2:31][CH2:32][CH2:33][CH2:34]1>>[CH2:2]([CH2:3][CH2:4][CH2:5][n:6]1[cH:7][cH:8][c:9]2[cH:10][cH:11][cH:12][cH:13][c:14]12)[N:17]1[C:16](=[O:21])[O:15][CH2:19][C:18]1=[O:20]. Reactants: O.NN (hydrazine hydrate), BrC1=CC(=CC2=C1OC[C@H]1[C@H]2CN(C[C@@H]1CN1C(C=2C(C1=O)=CC=CC2)=O)C)OC ((±)-[4R*,4aS*,10bR*]-7-bromo-1,3,4,4a,5,10b-hexahydro-9-methoxy-2-methyl-4-(phthalimidomethyl)-2H-[1]benzopyrano[4,3-c]pyridine), Cl (HCl). The solvent is CO (MeOH). The product is NC[C@H]1[C@@H]2[C@@H](CN(C1)C)C1=C(OC2)C(=CC(=C1)OC)Br ((±)-[4R*,4aS*,10bR*]-4-(Aminomethyl)-7-bromo-1,3,4,4a,5,10b-hexahydro-9-methoxy-2-methyl-2H[1]-benzopyrano[4,3-c]pyridine). As a reaction SMILES: [Br:1][C:2]1[C:7]2[O:8][CH2:9][C@@H:10]3[C@@H:15]([CH2:16][N:17]4C(=O)C5=CC=CC=C5C4=O)[CH2:14][N:13]([CH3:28])[CH2:12][C@H:11]3[C:6]=2[CH:5]=[C:4]([O:29][CH3:30])[CH:3]=1.O.NN.Cl>CO>[NH2:17][CH2:16][C@@H:15]1[CH2:14][N:13]([CH3:28])[CH2:12][C@H:11]2[C:6]3[CH:5]=[C:4]([O:29][CH3:30])[CH:3]=[C:2]([Br:1])[C:7]=3[O:8][CH2:9][C@H:10]12 |f:1.2|. Procedure: To suspension of 0.305 g (±)-[4R*,4aS*,10bR*]-7-bromo-1,3,4,4a,5,10b-hexahydro-9-methoxy-2-methyl-4-(phthalimidomethyl)-2H-[1]benzopyrano[4,3-c]pyridine in 40 ml MeOH, is added 0.102 ml hydrazine hydrate. The mixture is refluxed 12 hours, cooled, acidified to pH 1 with 12N HCl, and concentrated to a 3 ml volume under reduced pressure. The residue is partitioned between 10 ml 2N NaOH and CH2Cl2 (40 ml). The organic phase is dried over MgSO4, filtered, and evaporated to dryness in vacuo to yield t... Reactants: CCOC(=O)N1CCC(=O)CC1, Fc1ccc(CBr)cc1. Yields the product CCOC(=O)N1CCC(O)(Cc2ccc(F)cc2)CC1. As a reaction SMILES: [CH2:1]([CH3:2])[O:3][C:4](=[O:5])[N:6]1[CH2:7][CH2:8][C:9](=[O:12])[CH2:10][CH2:11]1.[F:13][c:14]1[cH:15][cH:16][c:17]([CH2:18][Br:19])[cH:20][cH:21]1>>[CH2:1]([CH3:2])[O:3][C:4](=[O:5])[N:6]1[CH2:7][CH2:8][C:9]([OH:12])([CH2:18][c:17]2[cH:16][cH:15][c:14]([F:13])[cH:21][cH:20]2)[CH2:10][CH2:11]1. The reactants are CCCOCCCOc1ccc(OB([O-])[O-])cc1, CN(Cc1ccc(NC(=O)C2=Cc3cc(Br)ccc3N(C=O)CC2)cc1)C1CCOCC1, O=C([O-])[O-], CCO, CCOC(C)=O, [K+], [K+], O, Cc1ccccc1. The product is CCCOCCCOc1ccc(-c2ccc3c(c2)C=C(C(=O)Nc2ccc(CN(C)C4CCOCC4)cc2)CCN3C=O)cc1. RXN SMILES: [B:1]([O-:2])([O-:17])[O:18][c:3]1[cH:4][cH:5][c:6]([O:9][CH2:10][CH2:11][CH2:12][O:13][CH2:14][CH2:15][CH3:16])[cH:7][cH:8]1.[Br:19][c:20]1[cH:21][cH:22][c:23]2[c:24]([cH:50]1)[CH:25]=[C:26]([C:32](=[O:33])[NH:34][c:35]1[cH:36][cH:37][c:38]([CH2:41][N:42]([CH:43]3[CH2:44][CH2:45][O:46][CH2:47][CH2:48]3)[CH3:49])[cH:39][cH:40]1)[CH2:27][CH2:28][N:29]2[CH:30]=[O:31].[C:51](=[O:52])([O-:53])[O-:54].[CH2:64]([OH:65])[CH3:66].[CH3:68][CH2:69][O:70][C:71](=[O:72])[CH3:73].[K+:55].[K+:56].[OH2:67].[c:57]1([CH3:58])[cH:59][cH:60][cH:61][cH:62][cH:63]1>>[c:3]1(-[c:20]2[cH:21][cH:22][c:23]3[c:24]([cH:50]2)[CH:25]=[C:26]([C:32](=[O:33])[NH:34][c:35]2[cH:36][cH:37][c:38]([CH2:41][N:42]([CH:43]4[CH2:44][CH2:45][O:46][CH2:47][CH2:48]4)[CH3:49])[cH:39][cH:40]2)[CH2:27][CH2:28][N:29]3[CH:30]=[O:31])[cH:4][cH:5][c:6]([O:9][CH2:10][CH2:11][CH2:12][O:13][CH2:14][CH2:15][CH3:16])[cH:7][cH:8]1. Run in CCOCC (Et2O). Run at temperature 30 celsius. Starting materials: ClC1=CC=C2C(=CC=NC2=C1)C1=COC=C1 (7-chloro-4-(furan-3-yl)quinoline), O (H2O), C[Mg+].[Br-] (MeMgBr), [NH4+].[Cl-] (NH4Cl). The reagents and catalysts are Cl[Ni]1([P](CCC[P](C2=CC=CC=C2)1C3=CC=CC=C3)(C4=CC=CC=C4)C5=CC=CC=C5)Cl ([1,3-bis(diphenylphosphino)propane]nickel (II) chloride). Procedure: To a mixture of 7-chloro-4-(furan-3-yl)quinoline (30.2 g) and [1,3-bis(diphenylphosphino)propane]nickel (II) chloride (7.1 g) in Et2O (950 mL) was added MeMgBr (141 mL, 1.4M in 3:1 THF:toluene) at such a rate to maintain a temperature of 30° C. The mixture was refluxed for 30 min., cooled to 0° C. and saturated NH4Cl (200 mL) was added followed by H2O (100 mL). The layers were separated and the aqueous phase was extracted with EtOAc. The combined organics were washed with NH4OAc buffer, brine, d... Yields the product O1C=C(C=C1)C1=CC=NC2=CC(=CC=C12)C (4-(Furan-3-yl)-7-methylquinoline). Reaction SMILES: Cl[C:2]1[CH:11]=[C:10]2[C:5]([C:6]([C:12]3[CH:16]=[CH:15][O:14][CH:13]=3)=[CH:7][CH:8]=[N:9]2)=[CH:4][CH:3]=1.[CH3:17][Mg+].[Br-].[NH4+].[Cl-].O>CCOCC.Cl[Ni]1(Cl)[P](C2C=CC=CC=2)(C2C=CC=CC=2)CCC[P]1(C1C=CC=CC=1)C1C=CC=CC=1>[O:14]1[CH:15]=[CH:16][C:12]([C:6]2[C:5]3[C:10](=[CH:11][C:2]([CH3:17])=[CH:3][CH:4]=3)[N:9]=[CH:8][CH:7]=2)=[CH:13]1 |f:1.2,3.4,^1:30,46|. The reactants are C(C)[SiH](CC)CC (triethylsilane), C(=O)(C(F)(F)F)O (TFA), BrC1=CC=C(C=2NC3=CC(=CC=C3C12)C(C)(C)O)C(=O)N (4-bromo-7-(2-hydroxypropan-2-yl)-9H-carbazole-1-carboxamide), BrC1=CC=C(C=2NC3=CC(=CC=C3C12)C(C)(C)O)C(=O)N (4-bromo-7-(2-hydroxypropan-2-yl)-9H-carbazole-1-carboxamide). Solvent: C(Cl)Cl (DCM), C(Cl)Cl (DCM). Yields the product BrC1=CC=C(C=2NC3=CC(=CC=C3C12)C(C)C)C(=O)N (4-bromo-7-isopropyl-9H-carbazole-1-carboxamide). The yield is 97.8%. RXN SMILES: [Br:1][C:2]1[C:14]2[C:13]3[C:8](=[CH:9][C:10]([C:15](O)([CH3:17])[CH3:16])=[CH:11][CH:12]=3)[NH:7][C:6]=2[C:5]([C:19]([NH2:21])=[O:20])=[CH:4][CH:3]=1.C([SiH](CC)CC)C.C(O)(C(F)(F)F)=O>C(Cl)Cl>[Br:1][C:2]1[C:14]2[C:13]3[C:8](=[CH:9][C:10]([CH:15]([CH3:17])[CH3:16])=[CH:11][CH:12]=3)[NH:7][C:6]=2[C:5]([C:19]([NH2:21])=[O:20])=[CH:4][CH:3]=1. Reported procedure: A suspension of 4-bromo-7-(2-hydroxypropan-2-yl)-9H-carbazole-1-carboxamide (Intermediate 73-2, 300 mg, 0.864 mmol) in DCM (2 mL) was treated with triethylsilane (1.380 mL, 8.64 mmol) and then slowly with TFA (0.666 mL, 8.64 mmol) and the mixture was stirred at rt for 40 min. The resulting suspension was diluted with DCM and the resulting solution was washed with NaHCO3 (aq). The organic phase was washed with water and brine, and dried and concentrated to give 4-bromo-7-isopropyl-9H-carbazole-1-... The reactants are COc1ccc2nc(NC3CCCN(C(=O)OC(C)(C)C)C3)sc2c1, CO, Cl, C1COCCO1, C1COCCO1. The product is COc1ccc2nc(NC3CCCNC3)sc2c1, Cl. As a reaction SMILES: [CH3:1][O:2][c:3]1[cH:4][c:5]2[c:6]([n:7][c:8]([NH:10][CH:11]3[CH2:12][N:13]([C:17]([O:18][C:19]([CH3:20])([CH3:21])[CH3:22])=[O:23])[CH2:14][CH2:15][CH2:16]3)[s:9]2)[cH:24][cH:25]1.[CH3:39][OH:40].[ClH:26].[O:27]1[CH2:28][CH2:29][O:30][CH2:31][CH2:32]1.[O:33]1[CH2:34][CH2:35][O:36][CH2:37][CH2:38]1>>[CH3:1][O:2][c:3]1[cH:4][c:5]2[c:6]([n:7][c:8]([NH:10][CH:11]3[CH2:12][NH:13][CH2:14][CH2:15][CH2:16]3)[s:9]2)[cH:24][cH:25]1.[ClH:26].